This data is from the Open Reaction Database (ORD), a public repository of structured organic reaction records. The task is: describe an organic reaction: reactants, conditions, products, and yield Reactants: BrCCCCCCCCCCCCCCCC(=O)O (16-bromohexadecanoic acid), S(=O)(Cl)Cl (thionyl chloride), N12CCOCCOCCN(CCOCCOCC1)C(CNCC2=O)=O (4,7,13,16-tetraoxa-1,10,21-triaza-bicyclo[8.8.5]tricosane-19,23-dione), CCN(C(C)C)C(C)C (DIPEA). Solvent: C(Cl)Cl.CO (CH2Cl2 CH3OH). Reaction conditions: time 1 day. The product is BrCCCCCCCCCCCCCCCC(=O)N1CC(N2CCOCCOCCN(CCOCCOCC2)C(C1)=O)=O (21-(16-bromo-hexadecanoyl)-4,7,13,16-tetraoxa-1,10,21 triazabicyclo[8.8.5]tricosane-19,23-dione). Reaction SMILES: [Br:1][CH2:2][CH2:3][CH2:4][CH2:5][CH2:6][CH2:7][CH2:8][CH2:9][CH2:10][CH2:11][CH2:12][CH2:13][CH2:14][CH2:15][CH2:16][C:17]([OH:19])=O.S(Cl)(Cl)=O.[N:24]12[C:46](=[O:47])[CH2:45][NH:44][CH2:43][C:42](=[O:48])[N:33]([CH2:34][CH2:35][O:36][CH2:37][CH2:38][O:39][CH2:40][CH2:41]1)[CH2:32][CH2:31][O:30][CH2:29][CH2:28][O:27][CH2:26][CH2:25]2.CCN(C(C)C)C(C)C>C(Cl)Cl.CO>[Br:1][CH2:2][CH2:3][CH2:4][CH2:5][CH2:6][CH2:7][CH2:8][CH2:9][CH2:10][CH2:11][CH2:12][CH2:13][CH2:14][CH2:15][CH2:16][C:17]([N:44]1[CH2:45][C:46](=[O:47])[N:24]2[CH2:25][CH2:26][O:27][CH2:28][CH2:29][O:30][CH2:31][CH2:32][N:33]([CH2:34][CH2:35][O:36][CH2:37][CH2:38][O:39][CH2:40][CH2:41]2)[C:42](=[O:48])[CH2:43]1)=[O:19] |f:4.5|. Procedure details: In a round bottom flask, 0.99 g (3 mmol) of 16-bromohexadecanoic acid was dissolved in 15 mL (15 mmol) of thionyl chloride. The solution was heated at reflux for 30 minutes. Thionyl chloride was removed under reduced pressure, at 40° C. The residue was dissolved in 30 mL of dichloromethane. To this solution, 1.11 g (3.1 mmol) of 4,7,13,16-tetraoxa-1,10,21-triaza-bicyclo[8.8.5]tricosane-19,23-dione and 1.4 mL (7.7 mmol) of DIPEA were added. The mixture was stirred at room temperature for 1 day. D... RXN SMILES: [OH:1][C:2]1[CH:7]=[CH:6][C:5]([C:8]2[S:12][C:11]([C:13]3[CH:22]=[CH:21][C:16]([C:17]([O:19]C)=[O:18])=[CH:15][CH:14]=3)=[N:10][N:9]=2)=[CH:4][CH:3]=1.OC1C=CC(C2SC(C3C=CC(C(O)=O)=CC=3)=NN=2)=CC=1.C(=O)([O-])[O-].[K+].[K+].[O:50]([CH2:57][CH2:58][CH2:59][CH2:60]Br)[C:51]1[CH:56]=[CH:55][CH:54]=[CH:53][CH:52]=1.Cl>CN(C)C=O>[O:50]([CH2:57][CH2:58][CH2:59][CH2:60][O:1][C:2]1[CH:7]=[CH:6][C:5]([C:8]2[S:12][C:11]([C:13]3[CH:22]=[CH:21][C:16]([C:17]([OH:19])=[O:18])=[CH:15][CH:14]=3)=[N:10][N:9]=2)=[CH:4][CH:3]=1)[C:51]1[CH:56]=[CH:55][CH:54]=[CH:53][CH:52]=1 |f:2.3.4|. The reactants are O(C1=CC=CC=C1)CCCCBr (4-phenoxybutylbromide), OC1=CC=C(C=C1)C1=NN=C(S1)C1=CC=C(C(=O)OC)C=C1 (methyl 4-[5-(4-hydroxyphenyl)-1,3,4-thiadiazol-2-yl]benzoate), OC1=CC=C(C=C1)C1=NN=C(S1)C1=CC=C(C(=O)O)C=C1 (4-[5-(4-hydroxyphenyl)-1,3,4-thiadiazol-2-yl]benzoic acid), C([O-])([O-])=O.[K+].[K+] (potassium carbonate), Cl (hydrochloric acid). Procedure: To a suspension of a mixture of methyl 4-[5-(4-hydroxyphenyl)-1,3,4-thiadiazol-2-yl]benzoate and 4-[5-(4-hydroxyphenyl)-1,3,4-thiadiazol-2-yl]benzoic acid (600 mg), potassium carbonate (531 mg) and N,N-dimethylformamide (3 ml) was added 4-phenoxybutylbromide (880 mg) and the mixture was stirred at 100° C. (bath temperature) for 2 hours. After cooling, the mixture was added to 0.1N hydrochloric acid (100 ml). The resulting precipitate was collected by filtration and washed with water. To this mat... Conditions: temperature 100 celsius, time 2 hour. Solvent: CN(C=O)C (N,N-dimethylformamide). Yields the product O(C1=CC=CC=C1)CCCCOC1=CC=C(C=C1)C1=NN=C(S1)C1=CC=C(C(=O)O)C=C1 (4-[5-[4-(4-phenoxybutyloxy)phenyl]-1,3,4-thiadiazol-2-yl]benzoic acid). Starting materials: Brc1cccnc1, C1CCOC1, [Li]CCCC, COc1ccc2cc(C(=O)c3cn(C(c4ccccc4)(c4ccccc4)c4ccccc4)cn3)ccc2c1, CCCCCC, O, O=C(O)CC(O)(CC(=O)O)C(=O)O. The product is COc1ccc2cc(C(O)(c3cccnc3)c3cn(C(c4ccccc4)(c4ccccc4)c4ccccc4)cn3)ccc2c1. Reaction SMILES: [Br:1][c:2]1[cH:3][n:4][cH:5][cH:6][cH:7]1.[CH2:58]1[O:59][CH2:60][CH2:61][CH2:62]1.[CH2:8]([Li:9])[CH2:10][CH2:11][CH3:12].[CH3:13][O:14][c:15]1[cH:16][c:17]2[cH:18][cH:19][c:20]([C:25](=[O:26])[c:27]3[n:28][cH:29][n:30]([C:32]([c:33]4[cH:34][cH:35][cH:36][cH:37][cH:38]4)([c:39]4[cH:40][cH:41][cH:42][cH:43][cH:44]4)[c:45]4[cH:46][cH:47][cH:48][cH:49][cH:50]4)[cH:31]3)[cH:21][c:22]2[cH:23][cH:24]1.[CH3:52][CH2:53][CH2:54][CH2:55][CH2:56][CH3:57].[OH2:51].[OH:63][C:64]([CH2:65][C:66]([C:67](=[O:68])[OH:69])([CH2:70][C:71](=[O:72])[OH:73])[OH:74])=[O:75]>>[c:2]1([C:25]([c:20]2[cH:19][cH:18][c:17]3[cH:16][c:15]([O:14][CH3:13])[cH:24][cH:23][c:22]3[cH:21]2)([OH:26])[c:27]2[n:28][cH:29][n:30]([C:32]([c:33]3[cH:34][cH:35][cH:36][cH:37][cH:38]3)([c:39]3[cH:40][cH:41][cH:42][cH:43][cH:44]3)[c:45]3[cH:46][cH:47][cH:48][cH:49][cH:50]3)[cH:31]2)[cH:3][n:4][cH:5][cH:6][cH:7]1. Reactants: N1C(CCCC1)CO (2-piperidinemethanol), N1C=NC=C1 (imidazole), C(C)(C)(C)[Si](Cl)(C)C (tert-butyldimethylchlorosilane). Run in CN(C)C=O (DMF). Conditions: time 30 minute. Product: [Si](C)(C)(C(C)(C)C)OCC1NCCCC1 (2-(tert-Butyldimethylsilyloxymethyl)piperidine). Yield: 80.7%. Reaction SMILES: [NH:1]1[CH2:6][CH2:5][CH2:4][CH2:3][CH:2]1[CH2:7][OH:8].N1C=CN=C1.[C:14]([Si:18]([CH3:21])([CH3:20])Cl)([CH3:17])([CH3:16])[CH3:15]>CN(C=O)C>[Si:18]([O:8][CH2:7][CH:2]1[CH2:3][CH2:4][CH2:5][CH2:6][NH:1]1)([C:14]([CH3:17])([CH3:16])[CH3:15])([CH3:21])[CH3:20]. Reported procedure: To a DMF (3 ml) solution of 2-piperidinemethanol (1.00 g, 8.7 mmol) and imidazole (1.48 g, 21.7 mmol) was added tert-butyldimethylchlorosilane (1.57 g, 10.4 mmol) at room temperature. After stirring for 30 min., a reaction solution was poured onto water followed by extraction with diethyl ether (about 30 ml). The extract was washed successively with water and saturated aqueous sodium chloride and then dried over anhydrous magnesium sulfate. The solvent was removed under reduced pressure to affor... Procedure details: Ethyl 2-(N-BOC-aminomethyl)-4-trifluoromethylthiazole-5-carboxylate [sic] (15 g, 42.33 mol) was dissolved in methanol. Ammonia was passed into the solution at room temperature until all of the ester had been converted into the carboxamide. The solvent was removed on a rotary evaporator and the crude product was purified by flash chromatography. Yield: 4.6 g (14.14 mmol, 33%). Product: C(=O)(OC(C)(C)C)NCC=1SC(=C(N1)C(F)(F)F)C(=O)N (2-(N-BOC-Aminomethyl)-4-tri-fluoromethylthiazole-5-carboxamide). Reaction SMILES: [C:1]([NH:8][CH2:9][C:10]1[S:11][C:12]([C:19]([O:21]CC)=O)=[C:13]([C:15]([F:18])([F:17])[F:16])[N:14]=1)([O:3][C:4]([CH3:7])([CH3:6])[CH3:5])=[O:2].[NH3:24]>CO>[C:1]([NH:8][CH2:9][C:10]1[S:11][C:12]([C:19]([NH2:24])=[O:21])=[C:13]([C:15]([F:18])([F:17])[F:16])[N:14]=1)([O:3][C:4]([CH3:7])([CH3:6])[CH3:5])=[O:2]. The solvent is CO (methanol). Reactants: carboxamide, C(=O)(OC(C)(C)C)NCC=1SC(=C(N1)C(F)(F)F)C(=O)OCC (Ethyl 2-(N-BOC-aminomethyl)-4-trifluoromethylthiazole-5-carboxylate), ester, N (Ammonia).